This data is from the Open Reaction Database (ORD), a public repository of structured organic reaction records. The task is: describe an organic reaction: reactants, conditions, products, and yield Starting materials: BrB(Br)Br, COc1c(C(=O)NCc2ccc(F)cc2)nc(N(C)C(=O)N(C)C)c2cccnc12, ClCCl. The product is CN(C)C(=O)N(C)c1nc(C(=O)NCc2ccc(F)cc2)c(O)c2ncccc12. As a reaction SMILES: [B:31]([Br:32])([Br:33])[Br:34].[CH3:1][N:2]([C:3](=[O:4])[N:5]([c:6]1[c:7]2[cH:8][cH:9][cH:10][n:11][c:12]2[c:13]([O:27][CH3:28])[c:14]([C:16](=[O:17])[NH:18][CH2:19][c:20]2[cH:21][cH:22][c:23]([F:26])[cH:24][cH:25]2)[n:15]1)[CH3:29])[CH3:30].[Cl:35][CH2:36][Cl:37]>>[CH3:1][N:2]([C:3](=[O:4])[N:5]([c:6]1[c:7]2[cH:8][cH:9][cH:10][n:11][c:12]2[c:13]([OH:27])[c:14]([C:16](=[O:17])[NH:18][CH2:19][c:20]2[cH:21][cH:22][c:23]([F:26])[cH:24][cH:25]2)[n:15]1)[CH3:29])[CH3:30]. Reactants: CS(=O)C(CCCCCCCCCCCC)C1=COC(=C1)[Si](C)(C)C (3-(1-methylsulfinyltridecyl)-5-trimethylsilylfuran), S(=O)(=O)(O[O-])[O-].[K+].[K+] (potassium peroxymonosulfate). Yields the product CS(=O)(=O)C(CCCCCCCCCCCC)C1=COC(=C1)[Si](C)(C)C (3-(1-methylsulfonyltridecyl)-5-trimethylsilylfuran). Reaction SMILES: [CH3:1][S:2]([CH:4]([C:17]1[CH:21]=[C:20]([Si:22]([CH3:25])([CH3:24])[CH3:23])[O:19][CH:18]=1)[CH2:5][CH2:6][CH2:7][CH2:8][CH2:9][CH2:10][CH2:11][CH2:12][CH2:13][CH2:14][CH2:15][CH3:16])=[O:3].S([O-])(O[O-])(=O)=[O:27].[K+].[K+]>>[CH3:1][S:2]([CH:4]([C:17]1[CH:21]=[C:20]([Si:22]([CH3:23])([CH3:24])[CH3:25])[O:19][CH:18]=1)[CH2:5][CH2:6][CH2:7][CH2:8][CH2:9][CH2:10][CH2:11][CH2:12][CH2:13][CH2:14][CH2:15][CH3:16])(=[O:27])=[O:3] |f:1.2.3|. Reported procedure: 3-(1-methylsulfinyltridecyl)-5-trimethylsilylfuran is oxidized using potassium peroxymonosulfate to give 3-(1-methylsulfonyltridecyl)-5-trimethylsilylfuran. Oxidizing with singlet oxygen by the procedure of Example 1 gives 4-(1-methylsulfonyltridecyl)-5-hydroxy-2(5H)-furanone. Reactants: C1CCNCC1, CCO, O=C1Cc2c(CCO)cccc2N1, O=Cc1ccccn1. The product is O=C1Nc2cccc(CCO)c2C1=Cc1ccccn1. As a reaction SMILES: [CH2:22]1[CH2:23][CH2:24][NH:25][CH2:26][CH2:27]1.[CH3:28][CH2:29][OH:30].[OH:1][CH2:2][CH2:3][c:4]1[c:5]2[c:9]([cH:10][cH:11][cH:12]1)[NH:8][C:7](=[O:13])[CH2:6]2.[n:14]1[c:15]([CH:20]=[O:21])[cH:16][cH:17][cH:18][cH:19]1>>[OH:1][CH2:2][CH2:3][c:4]1[c:5]2[c:9]([cH:10][cH:11][cH:12]1)[NH:8][C:7](=[O:13])[C:6]2=[CH:20][c:15]1[n:14][cH:19][cH:18][cH:17][cH:16]1. Reactants: Brc1ccccc1, O=C([O-])[O-], Cc1ccccc1, [Cs+], [Cs+], Nc1ncc2c(n1)-c1ccc(Cl)cc1NC(=O)C2, CC(=O)[O-], CC(=O)[O-], O, [Pd+2], c1ccc(P(c2ccccc2)c2ccc3ccccc3c2-c2c(P(c3ccccc3)c3ccccc3)ccc3ccccc23)cc1. Yields the product O=C1Cc2cnc(Nc3ccccc3)nc2-c2ccc(Cl)cc2N1. Reaction SMILES: [Br:19][c:20]1[cH:21][cH:22][cH:23][cH:24][cH:25]1.[C:26](=[O:27])([O-:28])[O-:29].[CH3:78][c:79]1[cH:80][cH:81][cH:82][cH:83][cH:84]1.[Cs+:30].[Cs+:31].[NH2:1][c:2]1[n:3][cH:4][c:5]2[c:6]([n:18]1)-[c:7]1[c:8]([cH:13][c:14]([Cl:17])[cH:15][cH:16]1)[NH:9][C:10](=[O:12])[CH2:11]2.[O-:86][C:87]([CH3:88])=[O:89].[O-:90][C:91]([CH3:92])=[O:93].[OH2:94].[Pd+2:85].[cH:32]1[cH:33][cH:34][c:35]([P:36]([c:37]2[cH:38][cH:39][c:40]3[c:41]([cH:42][cH:43][cH:44][cH:45]3)[c:46]2-[c:47]2[c:48]3[c:49]([cH:50][cH:51][cH:52][cH:53]3)[cH:54][cH:55][c:56]2[P:57]([c:58]2[cH:59][cH:60][cH:61][cH:62][cH:63]2)[c:64]2[cH:65][cH:66][cH:67][cH:68][cH:69]2)[c:70]2[cH:71][cH:72][cH:73][cH:74][cH:75]2)[cH:76][cH:77]1>>[NH:1]([c:2]1[n:3][cH:4][c:5]2[c:6]([n:18]1)-[c:7]1[c:8]([cH:13][c:14]([Cl:17])[cH:15][cH:16]1)[NH:9][C:10](=[O:12])[CH2:11]2)[c:20]1[cH:21][cH:22][cH:23][cH:24][cH:25]1. The product is C(#N)C1=C(C=CC=C1)C1=CC=C(C=C1)C (2-cyano-4'-methyl-1,1'-biphenyl). Yield: 57.0%. Run in C1(=CC=CC=C1)C (toluene). RXN SMILES: N1C=CC=CC=1.Br[C:8]1[CH:13]=[CH:12][C:11]([CH3:14])=[CH:10][CH:9]=1.Cl[C:16]1[CH:23]=[CH:22][CH:21]=[CH:20][C:17]=1[C:18]#[N:19].C1(P(C2C=CC=CC=2)C2C=CC=CC=2)C=CC=CC=1>[Ni](Cl)Cl.[Zn].C1(C)C=CC=CC=1>[C:18]([C:17]1[CH:20]=[CH:21][CH:22]=[CH:23][C:16]=1[C:8]1[CH:13]=[CH:12][C:11]([CH3:14])=[CH:10][CH:9]=1)#[N:19]. Starting materials: four, N1=CC=CC=C1 (pyridine), BrC1=CC=C(C=C1)C (4-bromotoluene), ClC1=C(C#N)C=CC=C1 (2-chlorobenzonitrile), C1(=CC=CC=C1)P(C1=CC=CC=C1)C1=CC=CC=C1 (triphenylphosphine). The reagents and catalysts are [Ni](Cl)Cl (nickel chloride), [Zn] (zinc). Procedure: Into a 1 l four necked flask, 500 ml of dry pyridine, 44.3 g (0.259 mol) of 4-bromotoluene, 35.6 g (0.259 mol) of 2-chlorobenzonitrile, 3.24 g (0.025 mol) of anhydrous nickel chloride, 13.1 g (0.05 mol) of triphenylphosphine and 67.6 g (1.034 mol) of zinc powder were charged under a nitrogen atmosphere and stirred at room temperature for 30 minutes. The temperature was raised to 80° C., and the mixture was reacted for 6 hours. Then, 400 ml of toluene was added thereto, and the solid was filtered... Conditions: time 30 minute. Reactants: C1CCOC1, CC(C)O, Cc1ccc2ncc(C#N)c(Cl)c2n1. Product: Cc1ccc2ncc(C#N)c(OC(C)C)c2n1. Reaction SMILES: [CH2:19]1[O:20][CH2:21][CH2:22][CH2:23]1.[CH:1]([CH3:2])([CH3:3])[OH:4].[Cl:5][c:6]1[c:7]([C:17]#[N:18])[cH:8][n:9][c:10]2[cH:11][cH:12][c:13]([CH3:16])[n:14][c:15]12>>[CH:1]([CH3:2])([CH3:3])[O:4][c:6]1[c:7]([C:17]#[N:18])[cH:8][n:9][c:10]2[cH:11][cH:12][c:13]([CH3:16])[n:14][c:15]12.